Dataset: the Open Reaction Database (ORD), a public repository of structured organic reaction records. Task: describe an organic reaction: reactants, conditions, products, and yield The reactants are C(C(O)C)(=O)O (lactic acid), NCCOCCO (2-(2-aminoethoxy)ethanol). Solvent: O (water). Product: OCCOCCNC(C(O)C)=O (N-[2-(2-Hydroxyethoxy)ethyl]lactamide). As a reaction SMILES: [C:1]([OH:6])(=O)[CH:2]([CH3:4])[OH:3].[NH2:7][CH2:8][CH2:9][O:10][CH2:11][CH2:12][OH:13]>O>[OH:13][CH2:12][CH2:11][O:10][CH2:9][CH2:8][NH:7][C:1](=[O:6])[CH:2]([CH3:4])[OH:3]. Procedure: Equimolar quantities of lactic acid and 2-(2-aminoethoxy)ethanol were mixed together. This mixture was then heated to 120° for 2 hours and the resulting water of reaction was continuously removed. The final product was a viscous, amber colored liquid. Starting materials: O (water), FC(C(C(=O)O)(C)O)(F)F (3,3,3-trifluoro-2-hydroxy-2-methylpropanoic acid), COC=1C=C(C=CC1S(=O)(=O)C1=CC=CC=C1)N (3-Methoxy-4-(phenylsulfonyl)benzeneamine), S(=O)(Cl)Cl (thionyl chloride). Solvent: CN(C(C)=O)C (N,N-dimethylacetamide). Run at time 1 hour. The product is COC=1C=C(C=CC1S(=O)(=O)C1=CC=CC=C1)NC(C(C(F)(F)F)(C)O)=O (N-[3-Methoxy-4-(phenylsulfonyl)phenyl]-3,3,3-trifluoro-2-hydroxy-2-methylpropanamide). As a reaction SMILES: [F:1][C:2]([F:10])([F:9])[C:3]([OH:8])([CH3:7])[C:4](O)=[O:5].S(Cl)(Cl)=O.[CH3:15][O:16][C:17]1[CH:18]=[C:19]([NH2:32])[CH:20]=[CH:21][C:22]=1[S:23]([C:26]1[CH:31]=[CH:30][CH:29]=[CH:28][CH:27]=1)(=[O:25])=[O:24].O>CN(C)C(=O)C>[CH3:15][O:16][C:17]1[CH:18]=[C:19]([NH:32][C:4](=[O:5])[C:3]([OH:8])([CH3:7])[C:2]([F:10])([F:9])[F:1])[CH:20]=[CH:21][C:22]=1[S:23]([C:26]1[CH:31]=[CH:30][CH:29]=[CH:28][CH:27]=1)(=[O:24])=[O:25]. Procedure: To a stirred, cooled (-20° C.) solution of 3,3,3-trifluoro-2-hydroxy-2-methylpropanoic acid (1.80 g, 11.4 mmol) in N,N-dimethylacetamide (40 mL) was added thionyl chloride (1.36 g, 11.4 mmol) and the mixture stirred at -10° to -15° C. for 1 hour. 3-Methoxy-4-(phenylsulfonyl)benzeneamine (2.00 g, 7.6 mmol) was added in one portion and the reaction mixture stirred at room temperature overnight. The mixture was poured into water and the aqueous solution filtered through a pad of Celite. The Celite ... Reactants: CCOC(=O)C(=NOCCBr)C1(C)OCCO1, CC(C)(C)[O-], CN(C)C=O, [K+]. The product is CCOC(=O)C(=NOC1CC1)C1(C)OCCO1. RXN SMILES: [Br:1][CH2:2][CH2:3][O:4][N:5]=[C:6]([C:7](=[O:8])[O:9][CH2:10][CH3:11])[C:12]1([CH3:13])[O:14][CH2:15][CH2:16][O:17]1.[CH3:18][C:19]([CH3:20])([O-:21])[CH3:22].[CH3:24][N:25]([CH3:26])[CH:27]=[O:28].[K+:23]>>[CH2:2]1[CH:3]([O:4][N:5]=[C:6]([C:7](=[O:8])[O:9][CH2:10][CH3:11])[C:12]2([CH3:13])[O:14][CH2:15][CH2:16][O:17]2)[CH2:18]1. The reactants are CCOC(=O)Cl, Cl, Cl, Cl, Nc1nc(-c2nn(Cc3ccccc3F)c3ncccc23)nc(N)c1N, c1ccncc1. Yields the product CCOC(=O)Nc1c(N)nc(-c2nn(Cc3ccccc3F)c3ncccc23)nc1N. As a reaction SMILES: [Cl:30][C:31](=[O:32])[O:33][CH2:34][CH3:35].[ClH:1].[ClH:2].[ClH:3].[F:4][c:5]1[c:6]([CH2:7][n:8]2[n:9][c:10](-[c:17]3[n:18][c:19]([NH2:25])[c:20]([NH2:24])[c:21]([NH2:23])[n:22]3)[c:11]3[c:12]2[n:13][cH:14][cH:15][cH:16]3)[cH:26][cH:27][cH:28][cH:29]1.[cH:36]1[cH:37][cH:38][n:39][cH:40][cH:41]1>>[F:4][c:5]1[c:6]([CH2:7][n:8]2[n:9][c:10](-[c:17]3[n:18][c:19]([NH2:25])[c:20]([NH:24][C:31](=[O:32])[O:33][CH2:34][CH3:35])[c:21]([NH2:23])[n:22]3)[c:11]3[c:12]2[n:13][cH:14][cH:15][cH:16]3)[cH:26][cH:27][cH:28][cH:29]1. Reactants: CC(C)C[Al+]CC(C)C, CC(CC#N)COCc1ccccc1, Cc1ccccc1, CCCCCC, CCOC=O, [Cl-], [H-], [NH4+]. Yields the product CC(CC=O)COCc1ccccc1. RXN SMILES: [CH2:16]([Al+:17][CH2:18][CH:19]([CH3:20])[CH3:21])[CH:22]([CH3:23])[CH3:24].[CH2:1]([c:2]1[cH:3][cH:4][cH:5][cH:6][cH:7]1)[O:8][CH2:9][CH:10]([CH2:11][C:12]#[N:13])[CH3:14].[CH3:32][c:33]1[cH:34][cH:35][cH:36][cH:37][cH:38]1.[CH3:39][CH2:40][CH2:41][CH2:42][CH2:43][CH3:44].[CH:25](=[O:26])[O:27][CH2:28][CH3:29].[Cl-:30].[H-:15].[NH4+:31]>>[CH2:1]([c:2]1[cH:3][cH:4][cH:5][cH:6][cH:7]1)[O:8][CH2:9][CH:10]([CH2:11][CH:12]=[O:26])[CH3:14]. Reaction SMILES: [C:24].[CH3:18][CH2:19][O:20][C:21](=[O:22])[CH3:23].[CH3:1][O:2][c:3]1[cH:4][cH:5][c:6]2[c:7]([s:8][c:9]([C:11]3=[CH:12][CH2:13][CH2:14][CH2:15][CH2:16]3)[cH:10]2)[cH:17]1.[Pd:25]>>[CH3:1][O:2][c:3]1[cH:4][cH:5][c:6]2[c:7]([s:8][c:9]([CH:11]3[CH2:12][CH2:13][CH2:14][CH2:15][CH2:16]3)[cH:10]2)[cH:17]1. Product: COc1ccc2cc(C3CCCCC3)sc2c1. Reactants: C, CCOC(C)=O, COc1ccc2cc(C3=CCCCC3)sc2c1, [Pd]. Starting materials: [Cl-].[NH4+] (Ammonium chloride), N1(CCOCC1)C=1C=C(C=C(C1)[N+](=O)[O-])C1=CC=CC(=N1)C1(CCC1)O (1-{6-[3-(morpholin-4-yl)-5-nitrophenyl]pyridin-2-yl}cyclobutanol), O (water). Yields the product NC=1C=C(C=C(C1)N1CCOCC1)C1=CC=CC(=N1)C1(CCC1)O (1-{6-[3-amino-5-(morpholin-4-yl)phenyl]pyridin-2-yl}cyclobutanol). Solvent: C(C)O (ethanol). Procedure details: Ammonium chloride (22.6 mg, 0.422 mmol) and iron (216 mg, 3.57 mmol) were added to a solution of 1-{6-[3-(morpholin-4-yl)-5-nitrophenyl]pyridin-2-yl}cyclobutanol (250 mg, 0.703 mmol) in ethanol (4.69 mL) and water (2.36 mmol). The reaction mixture was heated to 85° C. for 1 hour, then cooled to room temperature. The reaction was filtered, diluted with water, extracted with ethyl acetate, dried over sodium sulfate, filtered and concentrated under reduced pressure. The residue was purified by sili... Reaction SMILES: [Cl-].[NH4+].[N:3]1([C:9]2[CH:10]=[C:11]([C:18]3[N:23]=[C:22]([C:24]4([OH:28])[CH2:27][CH2:26][CH2:25]4)[CH:21]=[CH:20][CH:19]=3)[CH:12]=[C:13]([N+:15]([O-])=O)[CH:14]=2)[CH2:8][CH2:7][O:6][CH2:5][CH2:4]1.O>C(O)C.[Fe]>[NH2:15][C:13]1[CH:12]=[C:11]([C:18]2[N:23]=[C:22]([C:24]3([OH:28])[CH2:27][CH2:26][CH2:25]3)[CH:21]=[CH:20][CH:19]=2)[CH:10]=[C:9]([N:3]2[CH2:8][CH2:7][O:6][CH2:5][CH2:4]2)[CH:14]=1 |f:0.1|. The reagents and catalysts are [Fe] (iron). Reaction conditions: temperature 85 celsius.